This data is from the Open Reaction Database (ORD), a public repository of structured organic reaction records. The task is: describe an organic reaction: reactants, conditions, products, and yield The reactants are C1CCOC1, CC(=O)OC(C)=O, c1ccc(Oc2cc(Sc3ccccn3)cnc2Nc2nc(C3CCNCC3)ns2)cc1, O. Yields the product CC(=O)N1CCC(c2nsc(Nc3ncc(Sc4ccccn4)cc3Oc3ccccc3)n2)CC1. As a reaction SMILES: [CH2:40]1[O:41][CH2:42][CH2:43][CH2:44]1.[CH3:33][C:34](=[O:35])[O:36][C:37](=[O:38])[CH3:39].[O:1]([c:2]1[cH:3][cH:4][cH:5][cH:6][cH:7]1)[c:8]1[c:9]([NH:21][c:22]2[n:23][c:24]([CH:27]3[CH2:28][CH2:29][NH:30][CH2:31][CH2:32]3)[n:25][s:26]2)[n:10][cH:11][c:12]([S:14][c:15]2[n:16][cH:17][cH:18][cH:19][cH:20]2)[cH:13]1.[OH2:45]>>[O:1]([c:2]1[cH:3][cH:4][cH:5][cH:6][cH:7]1)[c:8]1[c:9]([NH:21][c:22]2[n:23][c:24]([CH:27]3[CH2:28][CH2:29][N:30]([C:34]([CH3:33])=[O:35])[CH2:31][CH2:32]3)[n:25][s:26]2)[n:10][cH:11][c:12]([S:14][c:15]2[n:16][cH:17][cH:18][cH:19][cH:20]2)[cH:13]1. Reactants: CN[C@H]1CC[C@H](C2=C1C=CC=C2)C=3C=CC(=C(C3)Cl)Cl.Cl (Sertraline hydrochloride), O (water), [OH-].[Na+] (NaOH). Reaction conditions: temperature 50 celsius, time 30 minute. Yields the product CN[C@H]1CC[C@H](C2=C1C=CC=C2)C=3C=CC(=C(C3)Cl)Cl.C(C)(=O)[O-] (Sertraline acetate). The yield is 89.0%. As a reaction SMILES: [CH3:1][NH:2][C@@H:3]1[C:8]2[CH:9]=[CH:10][CH:11]=[CH:12][C:7]=2[C@H:6]([C:13]2[CH:14]=[CH:15][C:16]([Cl:20])=[C:17]([Cl:19])[CH:18]=2)[CH2:5][CH2:4]1.Cl.[OH-:22].[Na+].[OH2:24]>>[CH3:1][NH:2][C@@H:3]1[C:8]2[CH:9]=[CH:10][CH:11]=[CH:12][C:7]=2[C@H:6]([C:13]2[CH:14]=[CH:15][C:16]([Cl:20])=[C:17]([Cl:19])[CH:18]=2)[CH2:5][CH2:4]1.[C:17]([O-:24])(=[O:22])[CH3:18] |f:0.1,2.3,5.6|. Reported procedure: Sertraline hydrochloride (125 g) was slurried in a mixture of water (1 L) and (2.5 L). NaOH (25% aqueous, 35 mL) was added. Sertraline base partitioned into the hexane phase. The hexane layer was separated. The aqueous layer was extracted a second time with hexane (500 mL). The hexane layers were combined. The solution of sertraline base in hexane was heated to 50° C. Glacial acetic acid (23 ml) was added to the solution of sertraline base. The reaction mixture was stirred at 50° C. for 30minute... The reactants are BrC=1N=C2C(=NC1)N(C=C2C(=O)NC(C)(C)C)COCC[Si](C)(C)C (2-Bromo-N-tert-butyl-5-((2-(trimethylsilyl)ethoxy)methyl)-5H-pyrrolo[2,3-b]pyrazine-7-carboxamide), ClC1=CC=C2C(=NN(C2=C1)C)[Sn](CCCC)(CCCC)CCCC (6-chloro-1-methyl-3-(tributylstannyl)-1H-indazole), CN(C)C=O (DMF). The reagents and catalysts are [Cu]I (copper(I) iodide), C=1C=CC(=CC1)[P](C=2C=CC=CC2)(C=3C=CC=CC3)[Pd]([P](C=4C=CC=CC4)(C=5C=CC=CC5)C=6C=CC=CC6)([P](C=7C=CC=CC7)(C=8C=CC=CC8)C=9C=CC=CC9)[P](C=1C=CC=CC1)(C=1C=CC=CC1)C=1C=CC=CC1 (tetrakis(triphenylphosphine)palladium). Reaction conditions: temperature 90 celsius. Yields the product OCC(C)(C)NC(=O)C1=CNC2=NC=CN=C21 (5H-pyrrolo[2,3-b]pyrazine-7-carboxylic acid (2-hydroxy-1,1-dimethyl-ethyl)-amide). Isolated yield 37.0%. Reaction SMILES: Br[C:2]1[N:3]=[C:4]2[C:10]([C:11]([NH:13][C:14]([CH3:17])([CH3:16])[CH3:15])=[O:12])=[CH:9][N:8](COCC[Si](C)(C)C)[C:5]2=[N:6][CH:7]=1.ClC1C=C2C(C([Sn](CCCC)(CCCC)CCCC)=NN2C)=CC=1.CN(C=[O:54])C>[Cu]I.C1C=CC([P]([Pd]([P](C2C=CC=CC=2)(C2C=CC=CC=2)C2C=CC=CC=2)([P](C2C=CC=CC=2)(C2C=CC=CC=2)C2C=CC=CC=2)[P](C2C=CC=CC=2)(C2C=CC=CC=2)C2C=CC=CC=2)(C2C=CC=CC=2)C2C=CC=CC=2)=CC=1>[OH:54][CH2:17][C:14]([NH:13][C:11]([C:10]1[C:4]2[C:5](=[N:6][CH:7]=[CH:2][N:3]=2)[NH:8][CH:9]=1)=[O:12])([CH3:15])[CH3:16] |^1:60,62,81,100|. Procedure: 2-Bromo-N-tert-butyl-5-((2-(trimethylsilyl)ethoxy)methyl)-5H-pyrrolo[2,3-b]pyrazine-7-carboxamide (90 mg, 0.203 mmol) and 6-chloro-1-methyl-3-(tributylstannyl)-1H-indazole (0.148 g, 0.228 mmol) were dissolved in DMF (3 mL). The reaction mixture was evacuated and filled with nitrogen then copper(I) iodide (9 mg, 0.081 mmol) and tetrakis(triphenylphosphine)palladium (0) (46 mg, 0.046 mmol) were added. The reaction mixture was heated at 90° C. for 2 h then partitioned between ethyl acetate and wate... Reactants: BrC1=NC(=C(C2=C1C(=NO2)C2=CC=CC=C2)O)C(=O)OCC (ethyl 4-bromo-7-hydroxy-3-phenylisoxazolo[4,5-c]pyridine-6-carboxylate), C[Sn](C)(C)C (tetramethylstannane). The reagents and catalysts are Cl[Pd]([P](C1=CC=CC=C1)(C2=CC=CC=C2)C3=CC=CC=C3)([P](C4=CC=CC=C4)(C5=CC=CC=C5)C6=CC=CC=C6)Cl (Pd(PPh3)2Cl2). Solvent: CN(C)C=O (DMF). Reaction conditions: temperature 125 celsius. Yields the product OC=1C2=C(C(=NC1C(=O)OCC)C)C(=NO2)C2=CC=CC=C2 (Ethyl 7-hydroxy-4-methyl-3-phenylisoxazolo[4,5-c]pyridine-6-carboxylate). Isolated yield 33.3%. As a reaction SMILES: Br[C:2]1[C:7]2[C:8]([C:11]3[CH:16]=[CH:15][CH:14]=[CH:13][CH:12]=3)=[N:9][O:10][C:6]=2[C:5]([OH:17])=[C:4]([C:18]([O:20][CH2:21][CH3:22])=[O:19])[N:3]=1.[CH3:23][Sn](C)(C)C>Cl[Pd](Cl)([P](C1C=CC=CC=1)(C1C=CC=CC=1)C1C=CC=CC=1)[P](C1C=CC=CC=1)(C1C=CC=CC=1)C1C=CC=CC=1.CN(C=O)C>[OH:17][C:5]1[C:6]2[O:10][N:9]=[C:8]([C:11]3[CH:16]=[CH:15][CH:14]=[CH:13][CH:12]=3)[C:7]=2[C:2]([CH3:23])=[N:3][C:4]=1[C:18]([O:20][CH2:21][CH3:22])=[O:19] |^1:30,49|. Procedure details: A nitrogen flushed flask was charged with ethyl 4-bromo-7-hydroxy-3-phenylisoxazolo[4,5-c]pyridine-6-carboxylate (150 mg, 0.413 mmol), DMF (2 mL), tetramethylstannane (0.17 mL, 1.24 mmol), and Pd(PPh3)2Cl2 (58 mg, 0.083 mmol). The mixture was heated in an oil bath (bath temperature=120-130° C.) for 2 hours. After the reaction mixture was cooled to room temperature, it was purified by flash chromatography (0-30% EtOAc/hexanes) to afford 41 mg of the title compound. MS: (+) m/z 299.43 (M+1). Starting materials: Cc1cc(-c2ccc(Cl)c(Cl)c2)nc(-c2cccc(Br)c2)n1, CC1(C)OB(c2ccc(N)nc2)OC1(C)C. The product is Cc1cc(-c2ccc(Cl)c(Cl)c2)nc(-c2cccc(-c3ccc(N)nc3)c2)n1. As a reaction SMILES: [Br:1][c:2]1[cH:3][c:4](-[c:8]2[n:9][c:10]([CH3:22])[cH:11][c:12](-[c:14]3[cH:15][c:16]([Cl:21])[c:17]([Cl:20])[cH:18][cH:19]3)[n:13]2)[cH:5][cH:6][cH:7]1.[NH2:23][c:24]1[n:25][cH:26][c:27]([B:30]2[O:31][C:32]([CH3:33])([CH3:34])[C:35]([CH3:36])([CH3:37])[O:38]2)[cH:28][cH:29]1>>[c:2]1(-[c:27]2[cH:26][n:25][c:24]([NH2:23])[cH:29][cH:28]2)[cH:3][c:4](-[c:8]2[n:9][c:10]([CH3:22])[cH:11][c:12](-[c:14]3[cH:15][c:16]([Cl:21])[c:17]([Cl:20])[cH:18][cH:19]3)[n:13]2)[cH:5][cH:6][cH:7]1.